From a dataset of the Open Reaction Database (ORD), a public repository of structured organic reaction records. describe an organic reaction: reactants, conditions, products, and yield Reactants: O=C(OOC(=O)c1ccccc1)c1ccccc1, ClC(Cl)(Cl)Cl, Cc1ccc(F)nc1, O=C1CCC(=O)N1Br. The product is Fc1ccc(CBr)cn1. RXN SMILES: [C:1]([O:2][O:3][C:4](=[O:5])[c:6]1[cH:7][cH:8][cH:9][cH:10][cH:11]1)(=[O:12])[c:13]1[cH:14][cH:15][cH:16][cH:17][cH:18]1.[Cl:35][C:36]([Cl:37])([Cl:38])[Cl:39].[F:27][c:28]1[n:29][cH:30][c:31]([CH3:34])[cH:32][cH:33]1.[O:19]=[C:20]1[N:21]([Br:26])[C:22](=[O:23])[CH2:24][CH2:25]1>>[Br:26][CH2:34][c:31]1[cH:30][n:29][c:28]([F:27])[cH:33][cH:32]1.